The task is: describe an organic reaction: reactants, conditions, products, and yield. This data is from the Open Reaction Database (ORD), a public repository of structured organic reaction records. The reactants are N(=NC(=O)OC(C)(C)C)C(=O)OC(C)(C)C (Di-tert-butyl azodicarboxylate), C1(=CC=CC=C1)P(C1=CC=CC=C1)C1=CC=CC=C1 (triphenylphosphine), C1(=CC=CC=C1)O (phenol), C1(=CC=CC=C1)CN1CC=2N(CC1)N=C(C2)CO (4,5,6,7-tetrahydro-5-(phenylmethyl)-pyrazolo[1,5-a]pyrazine-2-methanol). Solvent: C1CCOC1 (THF). Reaction conditions: temperature 120 celsius, time 20 minute. Product: O(C1=CC=CC=C1)CC1=NN2C(CN(CC2)CC2=CC=CC=C2)=C1 (4,5,6,7-tetrahydro-2-(phenoxymethyl)-5-(phenylmethyl)-pyrazolo[1,5-a]pyrazine). The yield is 74.0%. Reaction SMILES: N(C(OC(C)(C)C)=O)=NC(OC(C)(C)C)=O.C1(P(C2C=CC=CC=2)C2C=CC=CC=2)C=CC=CC=1.[C:36]1([OH:42])[CH:41]=[CH:40][CH:39]=[CH:38][CH:37]=1.[C:43]1([CH2:49][N:50]2[CH2:55][CH2:54][N:53]3[N:56]=[C:57]([CH2:59]O)[CH:58]=[C:52]3[CH2:51]2)[CH:48]=[CH:47][CH:46]=[CH:45][CH:44]=1>C1COCC1>[O:42]([CH2:59][C:57]1[CH:58]=[C:52]2[CH2:51][N:50]([CH2:49][C:43]3[CH:44]=[CH:45][CH:46]=[CH:47][CH:48]=3)[CH2:55][CH2:54][N:53]2[N:56]=1)[C:36]1[CH:41]=[CH:40][CH:39]=[CH:38][CH:37]=1. Reported procedure: Di-tert-butyl azodicarboxylate (0.76 g, 3.3 mmol) was added to a stirred solution of triphenylphosphine (0.87 g, 3.3 mmol), phenol (0.31 g, 3.3 mmol) and 4,5,6,7-tetrahydro-5-(phenylmethyl)-pyrazolo[1,5-a]pyrazine-2-methanol (1.2 mL, 2.75 mmol) in THF (0.6 mL) in a sealed tube and under N2. The mixture was stirred at 120° C. for 20 minutes under microwave irradiation and the solvents were evaporated in vacuo. The crude product was purified by flash column chromatography (silica; AcOEt in DCM 0/1... The reactants are CC1=CC=C2C(=N1)NC=C2 (6-methyl-1H-pyrrolo[2,3-b]pyridine), [Cl-].[Al+3].[Cl-].[Cl-] (aluminum chloride), C(C)(=O)Cl (acetyl chloride), C(O)([O-])=O.[Na+] (sodium hydrogen carbonate). Solvent: ClC(C)Cl (dichloroethane). Reaction conditions: time 1.5 hour. The product is CC1=CC=C2C(=N1)NC=C2C(C)=O (1-(6-Methyl-1H-pyrrolo[2,3-b]pyridin-3-yl)ethanone). RXN SMILES: [CH3:1][C:2]1[N:7]=[C:6]2[NH:8][CH:9]=[CH:10][C:5]2=[CH:4][CH:3]=1.[Cl-].[Al+3].[Cl-].[Cl-].[C:15](Cl)(=[O:17])[CH3:16].C(=O)([O-])O.[Na+]>ClC(Cl)C>[CH3:1][C:2]1[N:7]=[C:6]2[NH:8][CH:9]=[C:10]([C:15](=[O:17])[CH3:16])[C:5]2=[CH:4][CH:3]=1 |f:1.2.3.4,6.7|. Procedure details: To a solution of 6-methyl-1H-pyrrolo[2,3-b]pyridine (500 mg) in dichloroethane (6 mL) were added aluminum chloride (1.09 g) and acetyl chloride (0.40 mL), and then the mixture was stirred at room temperature for 1.5 hours. The reaction solution was poured into aqueous saturated sodium hydrogen carbonate solution, and extracted with chloroform. The organic layer was washed with saturated saline, dried over magnesium sulfate, and then concentrated under reduced pressure. The resulting residue was ...